Dataset: the Open Reaction Database (ORD), a public repository of structured organic reaction records. Task: describe an organic reaction: reactants, conditions, products, and yield The reactants are CS(=O)(=O)C=1C=C(C(=O)O)C(=CC1OC=1C=NC=CC1)C (3-methylsulfonyl-4-(3-pyridyloxy)-6-methylbenzoic acid), [Cl-].NC(=[NH2+])N (guanidinium chloride), C(C)N(C(C)C)C(C)C (N-ethyldiisopropylamine), [Cl-].C[N+]1=C(C=CC=C1)Cl (1-methyl-2-chloropyridinium chloride). Run in CN1C(CCC1)=O (1-methylpyrrolidone). Reaction conditions: time 15 minute. The product is NC(=NC(C1=CC(=C(C=C1C)OC=1C=NC=CC1)S(=O)(=O)C)=O)N (N-diaminomethylene-3-methylsulfonyl-4-(3-pyridyloxy)-6-methylbenzamide). As a reaction SMILES: [CH3:1][S:2]([C:5]1[CH:6]=[C:7]([C:11]([CH3:21])=[CH:12][C:13]=1[O:14][C:15]1[CH:16]=[N:17][CH:18]=[CH:19][CH:20]=1)[C:8](O)=[O:9])(=[O:4])=[O:3].[Cl-].C[N+]1C=CC=CC=1Cl.[Cl-].[NH2:32][C:33]([NH2:35])=[NH2+:34].C(N(C(C)C)C(C)C)C>CN1CCCC1=O>[NH2:34][C:33]([NH2:35])=[N:32][C:8](=[O:9])[C:7]1[C:11]([CH3:21])=[CH:12][C:13]([O:14][C:15]2[CH:16]=[N:17][CH:18]=[CH:19][CH:20]=2)=[C:5]([S:2]([CH3:1])(=[O:4])=[O:3])[CH:6]=1 |f:1.2,3.4|. Procedure: 1.0 g of 3-methylsulfonyl-4-(3-pyridyloxy)-6-methylbenzoic acid [obtainable by reacting 3-methylsulfonyl-4-chloro-6-methylbenzoic acid with 3-hydroxypyridine] is dissolved in 15 ml of 1-methylpyrrolidone, and 0.67 g of 1-methyl-2-chloropyridinium chloride is added to this solution, which is stirred for 15 min. 0.9 g of guanidinium chloride and 2.6 ml of N-ethyldiisopropylamine are then added, and the mixture is stirred at room temperature for one hour. Following customary working-up, N-diaminome... The reactants are COC(C(CC1=CC=C(C=C1)OC(COCC1=CC=CC=C1)=O)NC(CCC1=CC=C(C=C1)OC(COCC1=CC=CC=C1)=O)=O)=O (3-[4-(2-Benzyloxy-acetoxy)-phenyl]-2-{3-[4-(2-benzyloxy-acetoxy)-phenyl]propionyl amino}-propionic acid methyl ester). Reagents/catalysts: [Pd] (palladium on carbon). Run in C(C)(=O)OCC (ethyl acetate). Run at time 5 hour. Product: COC(C(CC1=CC=C(C=C1)OC(CO)=O)NC(CCC1=CC=C(C=C1)OC(CO)=O)=O)=O (3-[4-(2-Hydroxy-acetoxy)-phenyl]-2-{3-[4-(2-hydroxy-acetoxy)-phenyl]-propionylamino}-propionic acid methyl ester). Reaction SMILES: [CH3:1][O:2][C:3](=[O:47])[CH:4]([NH:24][C:25](=[O:46])[CH2:26][CH2:27][C:28]1[CH:33]=[CH:32][C:31]([O:34][C:35](=[O:45])[CH2:36][O:37]CC2C=CC=CC=2)=[CH:30][CH:29]=1)[CH2:5][C:6]1[CH:11]=[CH:10][C:9]([O:12][C:13](=[O:23])[CH2:14][O:15]CC2C=CC=CC=2)=[CH:8][CH:7]=1>C(OCC)(=O)C.[Pd]>[CH3:1][O:2][C:3](=[O:47])[CH:4]([NH:24][C:25](=[O:46])[CH2:26][CH2:27][C:28]1[CH:29]=[CH:30][C:31]([O:34][C:35](=[O:45])[CH2:36][OH:37])=[CH:32][CH:33]=1)[CH2:5][C:6]1[CH:7]=[CH:8][C:9]([O:12][C:13](=[O:23])[CH2:14][OH:15])=[CH:10][CH:11]=1. Procedure details: 3-[4-(2-Benzyloxy-acetoxy)-phenyl]-2-{3-[4-(2-benzyloxy-acetoxy)-phenyl]propionyl amino}-propionic acid methyl ester 25 (10 grams, 15.64 mmol) is dissolved in ethyl acetate (100 mL) in a pressure vessel, palladium on carbon (10%, 5 grams) is added and the mixture is stirred under an atmosphere of hydrogen (4 Kg) for 5 hours. The catalyst is removed by filtration and is distilled of the ethyl acetate. The crude 26 can be purified in appropriate solvent. The reactants are CO, C[Si](C)(C)C=[N+]=[N-], O=C(O)C(O)c1cc(C(F)(F)F)cc(C(F)(F)F)c1, c1ccccc1. Product: COC(=O)C(O)c1cc(C(F)(F)F)cc(C(F)(F)F)c1. As a reaction SMILES: [CH3:20][OH:21].[CH3:22][Si:23]([CH:24]=[N+:25]=[N-:26])([CH3:27])[CH3:28].[F:1][C:2]([c:3]1[cH:4][c:5]([CH:13]([C:14](=[O:15])[OH:16])[OH:17])[cH:6][c:7]([C:9]([F:10])([F:11])[F:12])[cH:8]1)([F:18])[F:19].[cH:29]1[cH:30][cH:31][cH:32][cH:33][cH:34]1>>[F:1][C:2]([c:3]1[cH:4][c:5]([CH:13]([C:14](=[O:15])[O:16][CH3:22])[OH:17])[cH:6][c:7]([C:9]([F:10])([F:11])[F:12])[cH:8]1)([F:18])[F:19]. The reactants are O=C([O-])[O-], CN(C)C=O, ClCC1CCC1, [K+], [K+], CC(=O)c1ccc2c(c1)C13CCCCC1C(C2)NCC3. Product: CC(=O)c1ccc2c(c1)C13CCCCC1C(C2)N(CC1CCC1)CC3. Reaction SMILES: [C:21](=[O:22])([O-:23])[O-:24].[CH3:33][N:34]([CH3:35])[CH:36]=[O:37].[CH:27]1([CH2:31][Cl:32])[CH2:28][CH2:29][CH2:30]1.[K+:25].[K+:26].[cH:1]1[cH:2][c:3]([C:18]([CH3:19])=[O:20])[cH:4][c:5]2[c:14]1[CH2:13][CH:12]1[CH:11]3[C:6]2([CH2:7][CH2:8][CH2:9][CH2:10]3)[CH2:17][CH2:16][NH:15]1>>[cH:1]1[cH:2][c:3]([C:18]([CH3:19])=[O:20])[cH:4][c:5]2[c:14]1[CH2:13][CH:12]1[CH:11]3[C:6]2([CH2:7][CH2:8][CH2:9][CH2:10]3)[CH2:17][CH2:16][N:15]1[CH2:31][CH:27]1[CH2:28][CH2:29][CH2:30]1. Conditions: temperature 50 celsius, time 40 minute. As a reaction SMILES: [H-].[Na+].[CH2:3]([O:10][C:11]1[CH:16]=[CH:15][C:14]([CH2:17][CH2:18][C:19]([NH2:21])=[O:20])=[C:13]([OH:22])[CH:12]=1)[C:4]1[CH:9]=[CH:8][CH:7]=[CH:6][CH:5]=1.[CH3:23][O:24]CCl.[CH3:27]N(C)C=O>>[CH2:3]([O:10][C:11]1[CH:16]=[CH:15][C:14]([CH2:17][CH2:18][C:19]([NH2:21])=[O:20])=[C:13]([O:22][CH3:27])[C:12]=1[O:24][CH3:23])[C:4]1[CH:5]=[CH:6][CH:7]=[CH:8][CH:9]=1 |f:0.1|. Reactants: C(C1=CC=CC=C1)OC1=CC(=C(C=C1)CCC(=O)N)O (3-(4-benzyloxy-2-hydroxyphenyl)propionamide), [H-].[Na+] (sodium hydride), CN(C=O)C (N,N-dimethylformamide), COCCl (chloromethyl methyl ether). The product is C(C1=CC=CC=C1)OC1=C(C(=C(C=C1)CCC(=O)N)OC)OC (3-(4-benzyloxy-2-methoxy-methoxyphenyl)propionamide). Reported procedure: To a stirred suspension of 5.64 g of 60% sodium hydride in oil in 628 mL of N,N-dimethylformamide was added 34.8 g of 3-(4-benzyloxy-2-hydroxyphenyl)propionamide under ice-cooling, and the mixture was stirred at 50° C. for 40 minutes. To the reaction mixture was added 12.39 g of chloromethyl methyl ether under ice-cooling, and the mixture was stirred at room temperature for 15 hours. After the reaction mixture was concentrated under reduced pressure to remove the solvent, the residue was poured ...